Dataset: the Open Reaction Database (ORD), a public repository of structured organic reaction records. Task: describe an organic reaction: reactants, conditions, products, and yield The reactants are C(C1=CC=CC=C1)OC(=O)N1[C@@H](C[C@H](C1)O)C(=O)N(C)C ((2S,4R)-1-benzyloxycarbonyl-2-dimethylaminocarbonyl-4-hydroxypyrrolidine), O (water), [H][H] (hydrogen). Run in C(C)O (ethanol), [C].[Pd] (palladium-carbon). Product: CN(C(=O)[C@H]1NC[C@@H](C1)O)C ((2S,4R)-2-dimethylaminocarbonyl-4-hydroxypyrrolidine). Reaction SMILES: C(OC([N:11]1[CH2:15][C@H:14]([OH:16])[CH2:13][C@H:12]1[C:17]([N:19]([CH3:21])[CH3:20])=[O:18])=O)C1C=CC=CC=1.O.[H][H]>C(O)C.[C].[Pd]>[CH3:20][N:19]([CH3:21])[C:17]([C@@H:12]1[CH2:13][C@@H:14]([OH:16])[CH2:15][NH:11]1)=[O:18] |f:4.5|. Procedure: To a solution of (2S,4R)-1-benzyloxycarbonyl-2-dimethylaminocarbonyl-4-hydroxypyrrolidine (5.97 g) in ethanol (60 ml), 10% palladium-carbon (containing water 50 (1.20 g) was added, and the mixture was hydrogenated at room temperature for 3 hours under an atmospheric pressure of hydrogen. After removal of the catalyst by filtration, the filtrate was evaporated to remove the solvent to give (2S,4R)-2-dimethylaminocarbonyl-4-hydroxypyrrolidine. Reactants: C(C)(C)(C)OC(C(=O)OCC)C1=C(C2=CC=CC=C2C(=C1C)C)C1=CC=C(C=C1)Cl (ethyl 2-tert-butoxy-2-(1-(4-chlorophenyl)-3,4-dimethylnaphthalen-2-yl)acetate), N1=CC(=CC=C1)B(O)O (pyridin-3-yl-boronic acid). Yields the product C(C)(C)(C)OC(C(=O)O)C1=C(C2=CC=CC=C2C(=C1C)C=1C=NC=CC1)C1=CC=C(C=C1)Cl (2-tert-butoxy-2-(1-(4-chlorophenyl)-3-methyl-4-(pyridin-3-yl)naphthalen-2-yl)acetic acid). RXN SMILES: [C:1]([O:5][CH:6]([C:12]1[C:21]([CH3:22])=[C:20]([CH3:23])[C:19]2[C:14](=[CH:15][CH:16]=[CH:17][CH:18]=2)[C:13]=1[C:24]1[CH:29]=[CH:28][C:27]([Cl:30])=[CH:26][CH:25]=1)[C:7]([O:9]CC)=[O:8])([CH3:4])([CH3:3])[CH3:2].[N:31]1[CH:36]=C[CH:34]=[C:33](B(O)O)[CH:32]=1>>[C:1]([O:5][CH:6]([C:12]1[C:21]([CH3:22])=[C:20]([C:23]2[CH:36]=[N:31][CH:32]=[CH:33][CH:34]=2)[C:19]2[C:14](=[CH:15][CH:16]=[CH:17][CH:18]=2)[C:13]=1[C:24]1[CH:29]=[CH:28][C:27]([Cl:30])=[CH:26][CH:25]=1)[C:7]([OH:9])=[O:8])([CH3:3])([CH3:4])[CH3:2]. Reported procedure: 2-tert-butoxy-2-(1-(4-chlorophenyl)-3-methyl-4-(pyridin-3-yl)naphthalen-2-yl)acetic acid (138) was prepared in a manner similar to 2-tert-butoxy-2-(1-(4-chlorophenyl)-3,4-dimethylnaphthalen-2-yl)acetic acid of Example 125, except using pyridin-3-yl-boronic acid in the Suzuki reaction, giving the title compound (mono trifluoroacetic acid salt). 1H-NMR: (400 MHz, DMSO-d6): δ 12.8 (s, broad, 1H), 8.80 (d, J=5.1 Hz, 1H), 8.62 (d, J=12.9 Hz, 1H), 7.97-7.92 (m, 1H), 7.76-7.69 (m, 3H), 7.60-7.54 (m, 1H...